Dataset: the Open Reaction Database (ORD), a public repository of structured organic reaction records. Task: describe an organic reaction: reactants, conditions, products, and yield Reactants: ClC1=NC=CC(=N1)N1C(C(CC1)(C#N)C(C)C)=O (1-(2-chloropyrimidin-4-yl)-3-isopropyl-2-oxopyrrolidine-3-carbonitrile), N1(CCOCC1)C1=CC=C(N)C=C1 (4-(morpholin-4-yl)aniline), C(C)(=O)O (acetic acid). Run in C(CCC)O (1-butanol). The product is C(C)(C)C1(C(N(CC1)C1=NC(=NC=C1)NC1=CC=C(C=C1)N1CCOCC1)=O)C#N (3-isopropyl-1-(2-((4-(morpholin-4-yl)phenyl)amino)pyrimidin-4-yl)-2-oxopyrrolidine-3-carbonitrile). Yield: 35.2%. Reaction SMILES: Cl[C:2]1[N:7]=[C:6]([N:8]2[CH2:12][CH2:11][C:10]([CH:15]([CH3:17])[CH3:16])([C:13]#[N:14])[C:9]2=[O:18])[CH:5]=[CH:4][N:3]=1.[N:19]1([C:25]2[CH:31]=[CH:30][C:28]([NH2:29])=[CH:27][CH:26]=2)[CH2:24][CH2:23][O:22][CH2:21][CH2:20]1.C(O)(=O)C>C(O)CCC>[CH:15]([C:10]1([C:13]#[N:14])[CH2:11][CH2:12][N:8]([C:6]2[CH:5]=[CH:4][N:3]=[C:2]([NH:29][C:28]3[CH:27]=[CH:26][C:25]([N:19]4[CH2:24][CH2:23][O:22][CH2:21][CH2:20]4)=[CH:31][CH:30]=3)[N:7]=2)[C:9]1=[O:18])([CH3:17])[CH3:16]. Reported procedure: A solution of 1-(2-chloropyrimidin-4-yl)-3-isopropyl-2-oxopyrrolidine-3-carbonitrile (100 mg) obtained in Step C, 4-(morpholin-4-yl)aniline (77 mg) and acetic acid (25 jL) in 1-butanol (2 mL) was stirred in a microwave reactor at 160° C. for 1 hr. The reaction mixture was concentrated under reduced pressure, saturated aqueous sodium hydrogen carbonate solution was added thereto, and the mixture was extracted with ethyl acetate. The extract was washed with saturated brine, and dried over anhydrou... The reactants are Cl (hydrochloric acid), C(C)(=O)NC=1SC(=CN1)SC1=CC=C(C=C1)[N+](=O)[O-] (2-acetylamino-5-(4-nitrophenylthio)thiazole). Solvent: C(C)(=O)O (acetic acid). Product: NC=1SC(=CN1)SC1=CC=C(C=C1)[N+](=O)[O-] (2-amino-5-(4-nitrophenylthio)thiazole). Isolated yield 75.8%. RXN SMILES: C([NH:4][C:5]1[S:6][C:7]([S:10][C:11]2[CH:16]=[CH:15][C:14]([N+:17]([O-:19])=[O:18])=[CH:13][CH:12]=2)=[CH:8][N:9]=1)(=O)C.Cl>C(O)(=O)C>[NH2:4][C:5]1[S:6][C:7]([S:10][C:11]2[CH:12]=[CH:13][C:14]([N+:17]([O-:19])=[O:18])=[CH:15][CH:16]=2)=[CH:8][N:9]=1. Procedure: A mixture of 2-acetylamino-5-(4-nitrophenylthio)thiazole (4.0 g) in a mixture of acetic acid (30 ml) and aqueous 6N hydrochloric acid (9 ml) was refluxed for 3 hours with stirring. The reaction mixture was concentrated under reduced pressure and the residue was dissolved in water. The solution was adjusted to pH 8.5 using aqueous sodium bicarbonate. The precipitates were collected by filtration, washed with water and dried in vacuo to give 2-amino-5-(4-nitrophenylthio)thiazole (2.6 g, yield: 76....